The task is: describe an organic reaction: reactants, conditions, products, and yield. This data is from the Open Reaction Database (ORD), a public repository of structured organic reaction records. The reactants are CO, Cl, C1CCOC1, CC(N)(Cc1ccccc1)c1ccc(OCc2ccccc2)cc1. The product is Cl, CC(N)(Cc1ccccc1)c1ccc(O)cc1. RXN SMILES: [CH3:26][OH:27].[ClH:25].[O:28]1[CH2:29][CH2:30][CH2:31][CH2:32]1.[c:1]1([CH2:7][C:8]([CH3:9])([c:10]2[cH:11][cH:12][c:13]([O:16][CH2:17][c:18]3[cH:19][cH:20][cH:21][cH:22][cH:23]3)[cH:14][cH:15]2)[NH2:24])[cH:2][cH:3][cH:4][cH:5][cH:6]1>>[ClH:25].[c:1]1([CH2:7][C:8]([CH3:9])([c:10]2[cH:11][cH:12][c:13]([OH:16])[cH:14][cH:15]2)[NH2:24])[cH:2][cH:3][cH:4][cH:5][cH:6]1. The product is CC(=O)Nc1c(-c2ccc(Cl)cc2)c2ccccc2n1C. The reactants are CC(=O)OC(C)=O, Cl, Cn1c(N)c(-c2ccc(Cl)cc2)c2ccccc21, c1ccncc1. RXN SMILES: [CH3:20][C:21](=[O:22])[O:23][C:24](=[O:25])[CH3:26].[ClH:1].[NH2:2][c:3]1[n:4]([CH3:19])[c:5]2[cH:6][cH:7][cH:8][cH:9][c:10]2[c:11]1-[c:12]1[cH:13][cH:14][c:15]([Cl:18])[cH:16][cH:17]1.[cH:27]1[cH:28][cH:29][n:30][cH:31][cH:32]1>>[NH:2]([c:3]1[n:4]([CH3:19])[c:5]2[cH:6][cH:7][cH:8][cH:9][c:10]2[c:11]1-[c:12]1[cH:13][cH:14][c:15]([Cl:18])[cH:16][cH:17]1)[C:21]([CH3:20])=[O:22]. Reactants: CC(=O)OCC1CC=CCC1CBr, CC(=O)O, [H-], Nc1nc(OCc2ccccc2)c2[nH]cnc2n1, [Na+], CN(C)C=O. Product: CC(=O)OCC1CC=CCC1Cn1cnc2c(OCc3ccccc3)nc(N)nc21. As a reaction SMILES: [C:21]([CH3:22])(=[O:23])[O:24][CH2:25][CH:26]1[CH:27]([CH2:32][Br:33])[CH2:28][CH:29]=[CH:30][CH2:31]1.[CH3:34][C:35](=[O:36])[OH:37].[H-:19].[NH2:1][c:2]1[n:3][c:4]([O:11][CH2:12][c:13]2[cH:14][cH:15][cH:16][cH:17][cH:18]2)[c:5]2[nH:6][cH:7][n:8][c:9]2[n:10]1.[Na+:20].[O:38]=[CH:39][N:40]([CH3:41])[CH3:42]>>[NH2:1][c:2]1[n:3][c:4]([O:11][CH2:12][c:13]2[cH:14][cH:15][cH:16][cH:17][cH:18]2)[c:5]2[n:6][cH:7][n:8]([CH2:32][CH:27]3[CH:26]([CH2:25][O:24][C:21]([CH3:22])=[O:23])[CH2:31][CH:30]=[CH:29][CH2:28]3)[c:9]2[n:10]1. The reactants are C(C)(C)(C)OC(=O)N1C2CC(CC1CC2)C2C1=CC=CC=C1OC=1C=C(C=CC21)C(N(CC)CC)=N (3-[3-(N,N-diethyl-carbamimidoyl)-9H-xanthen-9-yl]-8-aza-bicyclo[3.2.1]octane-8-carboxylic acid tert-butyl ester), C(C)(C)(C)OC(=O)N1C2CC(CC1CC2)C2C1=CC=CC=C1OC=1C=C(C=CC21)C(N(CC)CC)=N (3-[3-(N,N-Diethyl-carbamimidoyl)-9H-xanthen-9-yl]-8-aza-bicyclo[3.2.1]octane-8-carboxylic acid tert-butyl ester), O (H2O), C(=O)(C(F)(F)F)O (TFA). Solvent: ClC(C)Cl (dichloroethane). Run at time 1 hour. Product: C12CC(CC(CC1)N2)C2C1=CC=CC=C1OC=1C=C(C=CC21)C(=N)N(CC)CC (9-(8-Aza-bicyclo[3.2.1]oct-3-yl)-N,N-diethyl-9H-xanthene-3-carboxamidine), C(=O)(C(F)(F)F)O (TFA). As a reaction SMILES: C(OC([N:8]1[CH:13]2[CH2:14][CH2:15][CH:9]1[CH2:10][CH:11]([CH:16]1[C:29]3[CH:28]=[CH:27][C:26]([C:30](=[NH:36])[N:31]([CH2:34][CH3:35])[CH2:32][CH3:33])=[CH:25][C:24]=3[O:23][C:22]3[C:17]1=[CH:18][CH:19]=[CH:20][CH:21]=3)[CH2:12]2)=O)(C)(C)C.O.[C:38]([OH:44])([C:40]([F:43])([F:42])[F:41])=[O:39]>ClC(Cl)C>[CH:13]12[NH:8][CH:9]([CH2:15][CH2:14]1)[CH2:10][CH:11]([CH:16]1[C:29]3[CH:28]=[CH:27][C:26]([C:30]([N:31]([CH2:34][CH3:35])[CH2:32][CH3:33])=[NH:36])=[CH:25][C:24]=3[O:23][C:22]3[C:17]1=[CH:18][CH:19]=[CH:20][CH:21]=3)[CH2:12]2.[C:38]([OH:44])([C:40]([F:43])([F:42])[F:41])=[O:39]. Procedure details: To solution of crude 3-[3-(N,N-diethyl-carbamimidoyl)-9H-xanthen-9-yl]-8-aza-bicyclo[3.2.1]octane-8-carboxylic acid tert-butyl ester, 3m (0.34 g) in dichloroethane (2 mL) was added H2O (0.1 mL) and TFA (2 mL). The mixture was stirred at rt for 1 h and evaporated. The residue was purified via reverse phase HPLC (eluent: CH3CN in water containing 0.1% TFA), yielding 0.263 g (56%) for two steps) of 9-(8-aza-bicyclo[3.2.1]oct-3-yl)-N,N-diethyl-9H-xanthene-3-carboxamidine, 4m as a TFA salt (MS m/z (M... The reactants are C(C1=CC=CC=C1)OC(=O)C(CP(O)=O)CC(C)C ((2-Benzyloxycarbonyl-4-methylpentyl)phosphinic acid), C(C1=CC=CC=C1)C1=CC=C(CBr)C=C1 (4-benzylbenzyl bromide), C/C(=N\[Si](C)(C)C)/O[Si](C)(C)C (N,O-bis(trimethylsilyl) acetamide). Run in C(Cl)Cl (methylene chloride). Run at time 18 hour. Yields the product C(C1=CC=CC=C1)OC(C(CC(C)C)CP(=O)OCCC1=CC=C(C=C1)CC1=CC=CC=C1)=O (2-[(4-benzylbenzyl)methoxyphosphinoylmethyl]-4-methylpentanoic acid benzyl ester). The yield is 61.6%. As a reaction SMILES: [CH2:1]([O:8][C:9]([CH:11]([CH2:16][CH:17]([CH3:19])[CH3:18])[CH2:12][PH:13](=[O:15])[OH:14])=[O:10])[C:2]1[CH:7]=[CH:6][CH:5]=[CH:4][CH:3]=1.[CH2:20]([C:27]1[CH:34]=[CH:33][C:30]([CH2:31]Br)=[CH:29][CH:28]=1)[C:21]1[CH:26]=[CH:25][CH:24]=[CH:23][CH:22]=1.[CH3:35]/C(/O[Si](C)(C)C)=N\[Si](C)(C)C>C(Cl)Cl>[CH2:1]([O:8][C:9](=[O:10])[CH:11]([CH2:12][PH:13]([O:14][CH2:35][CH2:31][C:30]1[CH:33]=[CH:34][C:27]([CH2:20][C:21]2[CH:26]=[CH:25][CH:24]=[CH:23][CH:22]=2)=[CH:28][CH:29]=1)=[O:15])[CH2:16][CH:17]([CH3:19])[CH3:18])[C:2]1[CH:3]=[CH:4][CH:5]=[CH:6][CH:7]=1. Procedure details: (2-Benzyloxycarbonyl-4-methylpentyl)phosphinic acid (1.14 grams, 4.0 mmole), 4-benzylbenzyl bromide (1.31 grams, 5.0 mmole) and N,O-bis(trimethylsilyl) acetamide (2.44 grams, 12 mmole) were combined in dry methylene chloride (40 ml); the mixture was degassed with a stream of dry nitrogen, then stirred at room temperature for 18 hours and refluxed for 24 hours. The cooled solution was quenched with 1N hydrochloric acid (25 ml). The methylene chloride layer was separated and washed with 1N hydroch...